From a dataset of the Open Reaction Database (ORD), a public repository of structured organic reaction records. describe an organic reaction: reactants, conditions, products, and yield Reactants: ClC1=C(C=C(C=2C(COC21)=O)C2O[C@@H]([C@H]([C@@H]([C@H]2OCC2=CC=CC=C2)OCC2=CC=CC=C2)OCC2=CC=CC=C2)COCC2=CC=CC=C2)CC2=CC=C(C=C2)OCC (7-chloro-6-(4-ethoxybenzyl)-4-((3S,4R,5R,6R)-3,4,5-tris(benzyloxy)-6-(benzyloxymethyl)-tetrahydro-2H-pyran-2-yl)benzofuran-3(2H)-one), [BH4-].[Na+] (NaBH4). Solvent: Cl (HCl), C1CCOC1.CO (THF MeOH). Conditions: temperature 0 celsius, time 1 hour. The product is ClC1=C(C=C(C=2C(COC21)O)C2O[C@@H]([C@H]([C@@H]([C@H]2OCC2=CC=CC=C2)OCC2=CC=CC=C2)OCC2=CC=CC=C2)COCC2=CC=CC=C2)CC2=CC=C(C=C2)OCC (7-Chloro-6-(4-ethoxybenzyl)-4-((3S,4R,5R,6R)-3,4,5-tris(benzyloxy)-6-(benzyloxymethyl)-tetrahydro-2H-pyran-2-yl)-2,3-dihydrobenzofuran-3-ol). The yield is 91.1%. As a reaction SMILES: [Cl:1][C:2]1[C:10]2[O:9][CH2:8][C:7](=[O:11])[C:6]=2[C:5]([CH:12]2[C@H:17]([O:18][CH2:19][C:20]3[CH:25]=[CH:24][CH:23]=[CH:22][CH:21]=3)[C@@H:16]([O:26][CH2:27][C:28]3[CH:33]=[CH:32][CH:31]=[CH:30][CH:29]=3)[C@H:15]([O:34][CH2:35][C:36]3[CH:41]=[CH:40][CH:39]=[CH:38][CH:37]=3)[C@@H:14]([CH2:42][O:43][CH2:44][C:45]3[CH:50]=[CH:49][CH:48]=[CH:47][CH:46]=3)[O:13]2)=[CH:4][C:3]=1[CH2:51][C:52]1[CH:57]=[CH:56][C:55]([O:58][CH2:59][CH3:60])=[CH:54][CH:53]=1.[BH4-].[Na+]>C1COCC1.CO.Cl>[Cl:1][C:2]1[C:10]2[O:9][CH2:8][CH:7]([OH:11])[C:6]=2[C:5]([CH:12]2[C@H:17]([O:18][CH2:19][C:20]3[CH:25]=[CH:24][CH:23]=[CH:22][CH:21]=3)[C@@H:16]([O:26][CH2:27][C:28]3[CH:33]=[CH:32][CH:31]=[CH:30][CH:29]=3)[C@H:15]([O:34][CH2:35][C:36]3[CH:41]=[CH:40][CH:39]=[CH:38][CH:37]=3)[C@@H:14]([CH2:42][O:43][CH2:44][C:45]3[CH:46]=[CH:47][CH:48]=[CH:49][CH:50]=3)[O:13]2)=[CH:4][C:3]=1[CH2:51][C:52]1[CH:57]=[CH:56][C:55]([O:58][CH2:59][CH3:60])=[CH:54][CH:53]=1 |f:1.2,3.4|. Procedure: To a solution of 7-chloro-6-(4-ethoxybenzyl)-4-((3S,4R,5R,6R)-3,4,5-tris(benzyloxy)-6-(benzyloxymethyl)-tetrahydro-2H-pyran-2-yl)benzofuran-3(2H)-one (285 mg, 0.345 mmole) in THF/MeOH (9 mL/3 mL) was added NaBH4 (39.2 mg, 1.04 mmole) at 0° C. The resulting solution was stirred at 0° C. for 1 hr, diluted with 1N—HCl and extracted with ethyl acetate. The organic layer was washed with water then brine, dried over MgSO4, filtered, and concentrated in vacuo. The crude residue was purified on Biotage®... Reactants: Cl (hydrochloric acid), O (water), FC=1C=C(C(=O)OC)C=C(N1)F (methyl 2,6-difluoroisonicotinate). Solvent: O1CCOCC1 (dioxane). Yields the product FC=1C=C(C(=O)O)C=C(N1)F (2,6-difluoroisonicotinic acid). Reaction SMILES: [F:1][C:2]1[CH:3]=[C:4]([CH:9]=[C:10]([F:12])[N:11]=1)[C:5]([O:7]C)=[O:6].Cl.O>O1CCOCC1>[F:1][C:2]1[CH:3]=[C:4]([CH:9]=[C:10]([F:12])[N:11]=1)[C:5]([OH:7])=[O:6]. Procedure details: 22.6 g of methyl 2,6-difluoroisonicotinate are dissolved in 25 ml of dioxane and added to a mixture of 150 ml of conc. hydrochloric acid and 100 ml of water. The mixture is then refluxed for 21/4 hours, volume is reduced to about 5/8 by evaporation, and the residue is cooled. The acid which precipitates out in crystalline form is filtered off and dried. Reactants: CCCN(CCCCN1CCN(C(=O)OC(C)(C)C)CCC1=O)C(C)Cc1ccc(S(C)(=O)=O)cc1, Cl, [Na+], [Na+], O=C([O-])[O-]. The product is CCCN(CCCCN1CCNCCC1=O)C(C)Cc1ccc(S(C)(=O)=O)cc1. RXN SMILES: [C:1]([O:2][C:3](=[O:4])[N:8]1[CH2:9][CH2:10][N:11]([CH2:16][CH2:17][CH2:18][CH2:19][N:20]([CH2:21][CH2:22][CH3:23])[CH:24]([CH2:25][c:26]2[cH:27][cH:28][c:29]([S:32](=[O:33])(=[O:34])[CH3:35])[cH:30][cH:31]2)[CH3:36])[C:12](=[O:15])[CH2:13][CH2:14]1)([CH3:5])([CH3:6])[CH3:7].[ClH:37].[Na+:38].[Na+:39].[O-:40][C:41](=[O:42])[O-:43]>>[NH:8]1[CH2:9][CH2:10][N:11]([CH2:16][CH2:17][CH2:18][CH2:19][N:20]([CH2:21][CH2:22][CH3:23])[CH:24]([CH2:25][c:26]2[cH:27][cH:28][c:29]([S:32](=[O:33])(=[O:34])[CH3:35])[cH:30][cH:31]2)[CH3:36])[C:12](=[O:15])[CH2:13][CH2:14]1. Reactants: COC1=C(C=CC=C1)N1CCNCC1 (2-methoxyphenylpiperazine), FC(COC1=C(C=CC=C1)CC(=O)O)(F)F (2-(2,2,2-trifluoroethoxy)phenylacetic acid), C(CCl)Cl (EDC), C=1C=CC2=C(C1)N=NN2O (HOBT), CCN(C(C)C)C(C)C (DIEA). The solvent is CN(C)C=O (DMF). Reaction conditions: time 18 hour. The product is FC(COC1=C(C=CC=C1)CC(=O)N1CCN(CC1)C1=C(C=CC=C1)OC)(F)F (1-(2-(2,2,2-trifluoroethoxy)phenylacetyl)-4-(2-methoxyphenyl)-piperazine). As a reaction SMILES: [CH3:1][O:2][C:3]1[CH:8]=[CH:7][CH:6]=[CH:5][C:4]=1[N:9]1[CH2:14][CH2:13][NH:12][CH2:11][CH2:10]1.[F:15][C:16]([F:30])([F:29])[CH2:17][O:18][C:19]1[CH:24]=[CH:23][CH:22]=[CH:21][C:20]=1[CH2:25][C:26](O)=[O:27].C(Cl)CCl.C1C=CC2N(O)N=NC=2C=1.CCN(C(C)C)C(C)C>CN(C=O)C>[F:15][C:16]([F:29])([F:30])[CH2:17][O:18][C:19]1[CH:24]=[CH:23][CH:22]=[CH:21][C:20]=1[CH2:25][C:26]([N:12]1[CH2:13][CH2:14][N:9]([C:4]2[CH:5]=[CH:6][CH:7]=[CH:8][C:3]=2[O:2][CH3:1])[CH2:10][CH2:11]1)=[O:27]. Reported procedure: To a stirred solution of 2-methoxyphenylpiperazine (0.062 g, 0.32 mmol) and 2-(2,2,2-trifluoroethoxy)phenylacetic acid (0.075 mg, 0.32 mmol) in DMF (1 mL) was added EDC (0.115 g, 0.40 mmol), HOBT (0.049 g, 0.32 mmol), and DIEA (0.055 mL, 0.32 mmol). The mixture was stirred at ambient temperature for 18 h. The DMF was removed under reduced pressure. The residue was partitioned between EtOAc and saturated aqueous NaHCO3. The EtOAc layer was dried (MgSO4), filtered, and the solvent was removed unde... Reactants: crude product, CC1=C(N=C2N1C=CC=1CCCCC21)CO ((3-methyl-7,8,9,10-tetrahydroimidazo[2,1-a]isoquinolin-2-yl)methanol), S(=O)(Cl)Cl (thionyl chloride). Run in C(Cl)Cl (DCM). Reaction conditions: time 8 hour. Product: ClCC=1N=C2N(C=CC=3CCCCC23)C1C (2-(chloromethyl)-3-methyl-7,8,9,10-tetrahydroimidazo[2,1-a]isoquinoline). As a reaction SMILES: [CH3:1][C:2]1[N:6]2[CH:7]=[CH:8][C:9]3[CH2:10][CH2:11][CH2:12][CH2:13][C:14]=3[C:5]2=[N:4][C:3]=1[CH2:15]O.S(Cl)([Cl:19])=O>C(Cl)Cl>[Cl:19][CH2:15][C:3]1[N:4]=[C:5]2[C:14]3[CH2:13][CH2:12][CH2:11][CH2:10][C:9]=3[CH:8]=[CH:7][N:6]2[C:2]=1[CH3:1]. Reported procedure: The crude product of (3-methyl-7,8,9,10-tetrahydroimidazo[2,1-a]isoquinolin-2-yl)methanol (200 mg) was dissolved in 5 mL of DCM. To the mixture was added thionyl chloride (0.5 mL) at 0° C. The mixture was stirred overnight at room temperature. After removal of the solvent, the residue was dried under vacuum to give 2-(chloromethyl)-3-methyl-7,8,9,10-tetrahydroimidazo[2,1-a]isoquinoline (200 mg). ESI MS: m/z 235 [M+H]+.